From a dataset of the Open Reaction Database (ORD), a public repository of structured organic reaction records. describe an organic reaction: reactants, conditions, products, and yield Reactants: COc1cccc(O)c1OC, CCO, CSC(=S)N1CCNCC1. The product is COc1ccc(CN2CCN(C(=S)SC)CC2)c(O)c1OC. As a reaction SMILES: [CH3:11][O:12][c:13]1[c:14]([OH:21])[cH:15][cH:16][cH:17][c:18]1[O:19][CH3:20].[CH3:22][CH2:23][OH:24].[N:1]1([C:7](=[S:8])[S:9][CH3:10])[CH2:2][CH2:3][NH:4][CH2:5][CH2:6]1>>[N:1]1([C:7](=[S:8])[S:9][CH3:10])[CH2:2][CH2:3][N:4]([CH2:22][c:15]2[c:14]([OH:21])[c:13]([O:12][CH3:11])[c:18]([O:19][CH3:20])[cH:17][cH:16]2)[CH2:5][CH2:6]1.